Dataset: the Open Reaction Database (ORD), a public repository of structured organic reaction records. Task: describe an organic reaction: reactants, conditions, products, and yield The reactants are IC=1C=CC(=C(C1)S(=O)(=O)N)N (5-Iodo-2-aminobenzenesulfonamide), IC=1C=CC(=C(C1)S(=O)(=O)N)N (5-Iodo-2-aminobenzenesulfonamide), [Li]C(C)(C)C (t-BuLi), BrC1=NC=CC=C1 (2-bromopyridine), C(CN(CC(=O)O)CC(=O)O)N(CC(=O)O)CC(=O)O (EDTA), [OH-].[Na+] (NaOH). The reagents and catalysts are C=1C=CC(=CC1)[P](C=2C=CC=CC2)(C=3C=CC=CC3)[Pd]([P](C=4C=CC=CC4)(C=5C=CC=CC5)C=6C=CC=CC6)([P](C=7C=CC=CC7)(C=8C=CC=CC8)C=9C=CC=CC9)[P](C=1C=CC=CC1)(C=1C=CC=CC1)C=1C=CC=CC1 (Pd(PPh3)4), [Cl-].[Cl-].[Zn+2] (ZnCl2). Run in C1CCOC1 (THF). Run at temperature -78 celsius, time 30 minute. Yields the product NC1=C(C=C(C(=C1)C)C1=NC=CC=C1)S(=O)(=O)N (2-amino-4-methyl-5-(2-pyridyl)-1-benzenesulfonamide). Isolated yield 85.4%. As a reaction SMILES: [Li][C:2]([CH3:5])([CH3:4])[CH3:3].Br[C:7]1[CH:12]=[CH:11][CH:10]=[CH:9][N:8]=1.IC1C=C[C:17]([NH2:24])=[C:18]([S:20]([NH2:23])(=[O:22])=[O:21])[CH:19]=1.C(N(CC(O)=O)CC(O)=O)CN(CC(O)=O)CC(O)=O.[OH-].[Na+]>C1COCC1.[Cl-].[Cl-].[Zn+2].C1C=CC([P]([Pd]([P](C2C=CC=CC=2)(C2C=CC=CC=2)C2C=CC=CC=2)([P](C2C=CC=CC=2)(C2C=CC=CC=2)C2C=CC=CC=2)[P](C2C=CC=CC=2)(C2C=CC=CC=2)C2C=CC=CC=2)(C2C=CC=CC=2)C2C=CC=CC=2)=CC=1>[NH2:24][C:17]1[CH:4]=[C:2]([CH3:5])[C:3]([C:7]2[CH:12]=[CH:11][CH:10]=[CH:9][N:8]=2)=[CH:19][C:18]=1[S:20]([NH2:23])(=[O:22])=[O:21] |f:4.5,7.8.9,^1:58,60,79,98|. Reported procedure: To a solution of t-BuLi (1.7 M in pentane, 25 ml, 42 mmol) in dry THF at −78° C. was added 2-bromopyridine (1.9 ml, 20 mmol) in such a rate that the temperature did not exceed −70° C. The mixture was stirred for another 30 min at −78° C. A solution of ZnCl2 (2M in THF, 30 ml, 60 mmol) was added slowly and the cooling bath was removed and warmed to 20° C. 5-Iodo-2-aminobenzenesulfonamide (see compound 37) (1.0 g, 3.2 mmol) and Pd(PPh3)4 (0.3 g, 8 mol %) was added and the mixture was refluxed for ... Starting materials: Cl (Hydrochloric acid), ClC1=C(C=CC(=C1[N+](=O)[O-])I)NC([C@@](C(F)(F)F)(C)O[Si](C)(C)C)=O ((R)-N-(2-chloro-3-nitro-4-iodophenyl)-2-trimethylsilyloxy-2-methyl-3,3,3-trifluoropropanamide). Solvent: CO (MeOH). Reaction conditions: time 4 hour. Yields the product ClC1=C(C=CC(=C1[N+](=O)[O-])I)NC([C@@](C(F)(F)F)(C)O)=O ((R)-N-(2-Chloro-3-nitro-4-iodophenyl)-2-hydroxy-2-methyl-3,3,3-trifluoropropanamide). The yield is 95.5%. As a reaction SMILES: Cl.[Cl:2][C:3]1[C:8]([N+:9]([O-:11])=[O:10])=[C:7]([I:12])[CH:6]=[CH:5][C:4]=1[NH:13][C:14](=[O:26])[C@:15]([O:21][Si](C)(C)C)([CH3:20])[C:16]([F:19])([F:18])[F:17]>CO>[Cl:2][C:3]1[C:8]([N+:9]([O-:11])=[O:10])=[C:7]([I:12])[CH:6]=[CH:5][C:4]=1[NH:13][C:14](=[O:26])[C@:15]([OH:21])([CH3:20])[C:16]([F:18])([F:19])[F:17]. Procedure details: 2M Hydrochloric acid (2.5 ml) was added to a solution of (R)-N-(2-chloro-3-nitro-4-iodophenyl)-2-trimethylsilyloxy-2-methyl-3,3,3-trifluoropropanamide (Method 69) (1150 mg) in MeOH (25 ml) and the reaction mixture was stirred for 4 hours at ambient temperature. The volatile material was removed by evaporation and the residue was partitioned between EtOAc (150 ml) and water (75 ml). The organic phase was separated, washed with brine (75 ml) and dried. The volatile material was removed by evaporat... Solvent: O1CCCC1 (tetrahydrofuran), CN(C)C=O (DMF), CO (methanol). Procedure details: The ester (compound D, Scheme 1) can be treated with NIS in DMF to provide the C6 iodide (B). The resulting iodide (B) can be converted to trifluoromethylpyridinedione (C) by the treatment with methyl 2,2-difluoro-2-(fluorosulfonyl)acetate in the presence of copper (I) iodide in a solvent such as DMF. The ester (C) can be hydrolyzed using an aqueous hydroxide base such as lithium hydroxide or sodium hydroxide with a co-solvent such as tetrahydrofuran or methanol to provide the acid (D). The acid... As a reaction SMILES: N1CCCC(=O)[C:2]1=O.F[C:10]([C:13]1[C:14](=[O:20])[C:15](=[O:19])[N:16]=[CH:17][CH:18]=1)(F)F.FC(F)(S(F)(=O)=O)C(OC)=O.[OH-].[OH-].[Li+].[OH-].[Na+]>[Cu]I.CO.O1CCCC1.CN(C=O)C>[CH3:2][C:18]1[CH:17]=[N:16][C:15](=[O:19])[C:14](=[O:20])[C:13]=1[CH3:10] |f:4.5,6.7|. The reactants are N1C(C(CCC1)=O)=O (tetrahydropyridinedione), [OH-] (hydroxide), FC(F)(F)C=1C(C(N=CC1)=O)=O (trifluoromethylpyridinedione), [OH-].[Na+] (sodium hydroxide), FC(F)(F)C=1C(C(N=CC1)=O)=O (trifluoromethylpyridinedione), FC(C(=O)OC)(S(=O)(=O)F)F (methyl 2,2-difluoro-2-(fluorosulfonyl)acetate), [OH-].[Li+] (lithium hydroxide). The reagents and catalysts are [Cu]I (copper (I) iodide). Product: CC1=C(C(C(N=C1)=O)=O)C (dimethylpyridinedione). Reactants: CO, CCCC1(CCC(C)=O)Cc2cc(CCC(=O)O)c(Cl)c(Cl)c2C1=O, Cl, [Na+], [OH-], O. The product is CCCC12CCC(=O)C=C1c1c(cc(CCC(=O)O)c(Cl)c1Cl)C2. As a reaction SMILES: [CH3:30][OH:31].[Cl:1][c:2]1[c:3]([CH2:21][CH2:22][C:23](=[O:24])[OH:25])[cH:4][c:5]2[c:9]([c:10]1[Cl:11])[C:8](=[O:12])[C:7]([CH2:13][CH2:14][CH3:15])([CH2:16][CH2:17][C:18]([CH3:19])=[O:20])[CH2:6]2.[ClH:29].[Na+:28].[OH-:27].[OH2:26]>>[Cl:1][c:2]1[c:3]([CH2:21][CH2:22][C:23](=[O:24])[OH:25])[cH:4][c:5]2[c:9]([c:10]1[Cl:11])[C:8]1=[CH:19][C:18](=[O:20])[CH2:17][CH2:16][C:7]1([CH2:13][CH2:14][CH3:15])[CH2:6]2. Starting materials: O=C1[C@H]([C@H](SC2=C(N1)C=CC=C2)C2=CC=CC=C2)NC([C@@H](NC(CC2=CC=CC=C2)=O)C)=O (N1-[(2R,3R)-4Oxo-2-phenyl-2,3,4,5-tetrahydro-1,5-benzothiazepin-3-yl]-N2-(phenylacetyl)-L-alaninamide), FC=1C=C(C=C(C1)F)CC(=O)N[C@@H](CCSC)C(=O)O (N-[(3,5-difluorophenyl)acetyl]-L-methionine), Br.N[C@@H]1[C@@H](SC2=C(NC1=O)C=CC=C2)C2=CC=CC=C2 ((2S,3S)-3-amino-2-phenyl-2,3-dihydro-1,5-benzothiazepin-4(5H)-one hydrobromide), amine. Procedure: A method similar to the one described for (97) was used except that (2,3-cis)-3-amino-2-phenyl-2,3-dihydro-1,5-benzothiazepin-4(5H)-one hydrobromide (9d) (105 mg) was used as the amine component and N-[(3,5-difluorophenyl)acetyl]-L-methionine (109b) (91 mg) was used as the acid component to afford the title compound as a 1:1 mixture with the (2S,3S) diastereomer (63 mg), white solid, m.p.85-90° C. 1H NMR (300 MHz, d6-DMSO) δ 1.55 (m, 4H), 2.20 (s, 3H), 2.40 (m,2H), 3.03 (m,4H), 4.26 (m,1H), 4.72... Product: FC=1C=C(C=C(C1)F)CC(=O)N[C@@H](CCSC)C(=O)N[C@H]1[C@H](SC2=C(NC1=O)C=CC=C2)C2=CC=CC=C2 (N2-[(3,5-Difluorophenyl)acetyl]-N1-[(2R,3R)-4-oxo-2-phenyl-2,3,4,5-tetrahydro-1,5-benzothiazepin-3-yl]-L-methioninamide). Reaction SMILES: O=C1NC2C=CC=CC=2S[C@H](C2C=CC=CC=2)[C@@H]1NC(=O)[C@H](C)NC(=O)CC1C=CC=CC=1.Br.[NH2:35][C@H:36]1[C:42](=[O:43])[NH:41][C:40]2[CH:44]=[CH:45][CH:46]=[CH:47][C:39]=2[S:38][C@H:37]1[C:48]1[CH:53]=[CH:52][CH:51]=[CH:50][CH:49]=1.[F:54][C:55]1[CH:56]=[C:57]([CH2:62][C:63]([NH:65][C@H:66]([C:71](O)=[O:72])[CH2:67][CH2:68][S:69][CH3:70])=[O:64])[CH:58]=[C:59]([F:61])[CH:60]=1>>[F:54][C:55]1[CH:56]=[C:57]([CH2:62][C:63]([NH:65][C@H:66]([C:71]([NH:35][C@@H:36]2[C:42](=[O:43])[NH:41][C:40]3[CH:44]=[CH:45][CH:46]=[CH:47][C:39]=3[S:38][C@@H:37]2[C:48]2[CH:49]=[CH:50][CH:51]=[CH:52][CH:53]=2)=[O:72])[CH2:67][CH2:68][S:69][CH3:70])=[O:64])[CH:58]=[C:59]([F:61])[CH:60]=1 |f:1.2|. Reactants: [OH-].[K+] (potassium hydroxide), C(C)OC(=O)C=1C=CC2=C(SC3=C2C=C(C=C3)C)C1 (8-methyldibenzothiophene-3-carboxylic acid ethyl ester). Solvent: C(C)O (ethanol). Product: CC=1C=CC2=C(C3=C(S2)C=C(C=C3)C(=O)O)C1 (8-methyldibenzothiophene-3-carboxylic acid). As a reaction SMILES: [OH-].[K+].C([O:5][C:6]([C:8]1[CH:9]=[CH:10][C:11]2[C:15]3[CH:16]=[C:17]([CH3:20])[CH:18]=[CH:19][C:14]=3[S:13][C:12]=2[CH:21]=1)=[O:7])C>C(O)C>[CH3:20][C:17]1[CH:18]=[CH:19][C:14]2[S:13][C:12]3[CH:21]=[C:8]([C:6]([OH:7])=[O:5])[CH:9]=[CH:10][C:11]=3[C:15]=2[CH:16]=1 |f:0.1|. Procedure details: To a solution of 0.73 g. of potassium hydroxide in 50 ml. of ethanol was added 3.5 g. of 8-methyldibenzothiophene-3-carboxylic acid ethyl ester. The solution was refluxed for 3 hours. The solvent was removed in vacuo on the steam bath, and the crude potassium salt was dissolved in 50 ml. of water. The solution was acidified with dilute hydrochloric acid and the product was filtered off and dried. The yield of 8-methyldibenzothiophene-3-carboxylic acid was 2 g., m.p. 290°-291°. Reactants: C([C@@H](O)[C@H](O)C(=O)O)(=O)O (D-tartaric acid), Cl (hydrogen chloride), N12CC(C(CC1)CC2)NC(C2=CC(=CC=C2)Cl)=O (N-(3-Quinuclidinyl)-3-chlorobenzamide). Solvent: CO (methanol), CC(=O)C (acetone), CO (methanol). The product is Cl.N12C[C@H](C(CC1)CC2)NC(C2=CC(=CC=C2)Cl)=O ((S)-(-)-N-(3-quinuclidinyl)-3-chlorobenzamide hydrochloride). Reaction SMILES: [N:1]12[CH2:8][CH2:7][CH:4]([CH2:5][CH2:6]1)[CH:3]([NH:9][C:10](=[O:18])[C:11]1[CH:16]=[CH:15][CH:14]=[C:13]([Cl:17])[CH:12]=1)[CH2:2]2.C(O)(=O)[C@H]([C@@H](C(O)=O)O)O.Cl>CO.CC(C)=O>[ClH:17].[N:1]12[CH2:6][CH2:5][CH:4]([CH2:7][CH2:8]1)[C@H:3]([NH:9][C:10](=[O:18])[C:11]1[CH:16]=[CH:15][CH:14]=[C:13]([Cl:17])[CH:12]=1)[CH2:2]2 |f:5.6|. Procedure: N-(3-Quinuclidinyl)-3-chlorobenzamide (52.5 g) dissolved in methanol is added to a solution of D-tartaric acid (29.7 g) in methanol. The precipitate obtained is collected by filtration and treated twice with methanol under reflux. The salt thus purified (20 g) is decomposed with aqueous sodium hydroxide solution and the product extracted with chloroform. After the organic phase has been dried and evaporated, the base obtained is treated in acetone with ethanolic hydrogen chloride solution. The h... Reactants: Cc1ccccc1, Cc1oc(-c2ccccc2)cc1C(O)C1CCCC1, O=S(Cl)Cl. The product is Cc1oc(-c2ccccc2)cc1C(Cl)C1CCCC1. Reaction SMILES: [CH3:24][c:25]1[cH:26][cH:27][cH:28][cH:29][cH:30]1.[CH:1]1([CH:6]([OH:7])[c:8]2[c:9]([CH3:19])[o:10][c:11](-[c:13]3[cH:14][cH:15][cH:16][cH:17][cH:18]3)[cH:12]2)[CH2:2][CH2:3][CH2:4][CH2:5]1.[S:20]([Cl:21])([Cl:22])=[O:23]>>[CH:1]1([CH:6]([c:8]2[c:9]([CH3:19])[o:10][c:11](-[c:13]3[cH:14][cH:15][cH:16][cH:17][cH:18]3)[cH:12]2)[Cl:22])[CH2:2][CH2:3][CH2:4][CH2:5]1. Starting materials: CNCCCCCCOc1ccc(C(=O)c2ccc(Br)cc2)cc1, BrCC1CC1, CC(C)C(N)=O, CCN(C(C)C)C(C)C. The product is CN(CCCCCCOc1ccc(C(=O)c2ccc(Br)cc2)cc1)CC1CC1. RXN SMILES: [Br:1][c:2]1[cH:3][cH:4][c:5]([C:8](=[O:9])[c:10]2[cH:11][cH:12][c:13]([O:16][CH2:17][CH2:18][CH2:19][CH2:20][CH2:21][CH2:22][NH:23][CH3:24])[cH:14][cH:15]2)[cH:6][cH:7]1.[Br:34][CH2:35][CH:36]1[CH2:37][CH2:38]1.[CH3:39][CH:40]([CH3:41])[C:42]([NH2:43])=[O:44].[CH:25]([N:26]([CH:27]([CH3:28])[CH3:29])[CH2:30][CH3:31])([CH3:32])[CH3:33]>>[Br:1][c:2]1[cH:3][cH:4][c:5]([C:8](=[O:9])[c:10]2[cH:11][cH:12][c:13]([O:16][CH2:17][CH2:18][CH2:19][CH2:20][CH2:21][CH2:22][N:23]([CH3:24])[CH2:35][CH:36]3[CH2:37][CH2:38]3)[cH:14][cH:15]2)[cH:6][cH:7]1.